From a dataset of the Open Reaction Database (ORD), a public repository of structured organic reaction records. describe an organic reaction: reactants, conditions, products, and yield Reactants: C(C)OC(=C)C1=NC(=NC=C1C(=O)OCC)SC (ethyl 4-(1-ethoxyvinyl)-2-(methylthio)pyrimidine-5-carboxylate), Cl (HCl). Run in C(C)O (ethanol). Reaction conditions: temperature 50 celsius. Product: C(C)(=O)C1=NC(=NC=C1C(=O)OCC)SC (ethyl 4-acetyl-2-(methylthio)pyrimidine-5-carboxylate). RXN SMILES: C([O:3][C:4]([C:6]1[C:11]([C:12]([O:14][CH2:15][CH3:16])=[O:13])=[CH:10][N:9]=[C:8]([S:17][CH3:18])[N:7]=1)=[CH2:5])C.Cl>C(O)C>[C:4]([C:6]1[C:11]([C:12]([O:14][CH2:15][CH3:16])=[O:13])=[CH:10][N:9]=[C:8]([S:17][CH3:18])[N:7]=1)(=[O:3])[CH3:5]. Procedure: A solution of Example 1A (2.0 g, 7.45 mmol) in a solvent mixture of ethanol (24.84 ml) and 10% HCl solution (4.53 ml, 14.91 mmol) was heated to 50° C. for 18 hours. The reaction mixture was cooled, and the majority of the ethanol removed by rotary evaporation. The residue was partitioned between ethyl acetate and water. The layers were separated, and the aqueous layer was extracted with additional ethyl acetate. The combined organics were dried with anhydrous sodium sulfate, filtered, and concen... Starting materials: C1(CC1)CCO (2-cyclopropylethanol), CS(=O)(=O)Cl (methanesulfonyl chloride), OC1=CC2=C(N=C(O2)N2CCC(CC2)OC[C@H](C)NC(OC(C)(C)C)=O)C=C1 (tert-butyl [(1S)-2-{[1-(6-hydroxy-1,3-benzoxazol-2-yl)piperidin-4-yl]oxy}-1-methylethyl]carbamate), C([O-])([O-])=O.[K+].[K+] (potassium carbonate). The solvent is C1CCOC1 (THF), C(C)N(CC)CC (triethylamine), C(C)(=O)OCC (ethyl acetate), CN(C)C=O (DMF). Conditions: time 30 minute. The product is C1(CC1)CCOC1=CC2=C(N=C(O2)N2CCC(CC2)OC[C@H](C)NC(OC(C)(C)C)=O)C=C1 (tert-butyl [(1S)-2-({1-[6-(2-cyclopropylethoxy)-1,3-benzoxazol-2-yl]piperidin-4-yl}oxy)-1-methylethyl]carbamate). Isolated yield 64.7%. Reaction SMILES: [CH:1]1([CH2:4][CH2:5][OH:6])[CH2:3][CH2:2]1.CS(Cl)(=O)=O.O[C:13]1[CH:39]=[CH:38][C:16]2[N:17]=[C:18]([N:20]3[CH2:25][CH2:24][CH:23]([O:26][CH2:27][C@@H:28]([NH:30][C:31](=[O:37])[O:32][C:33]([CH3:36])([CH3:35])[CH3:34])[CH3:29])[CH2:22][CH2:21]3)[O:19][C:15]=2[CH:14]=1.C(=O)([O-])[O-].[K+].[K+]>C1COCC1.CN(C=O)C.C(OCC)(=O)C.C(N(CC)CC)C>[CH:1]1([CH2:4][CH2:5][O:6][C:13]2[CH:39]=[CH:38][C:16]3[N:17]=[C:18]([N:20]4[CH2:25][CH2:24][CH:23]([O:26][CH2:27][C@@H:28]([NH:30][C:31](=[O:37])[O:32][C:33]([CH3:34])([CH3:35])[CH3:36])[CH3:29])[CH2:22][CH2:21]4)[O:19][C:15]=3[CH:14]=2)[CH2:3][CH2:2]1 |f:3.4.5|. Reported procedure: To a solution of 2-cyclopropylethanol (550 mg) in THF (10 mL) were added triethylamine (0.80 mL) and methanesulfonyl chloride (0.50 mL), and the mixture was stirred at room temperature for 30 min. The reaction mixture was added to a suspension of tert-butyl [(1S)-2-{[1-(6-hydroxy-1,3-benzoxazol-2-yl)piperidin-4-yl]oxy}-1-methylethyl]carbamate (250 mg) and potassium carbonate (1.8 g) in DMF (10 mL), and the mixture was stirred at room temperature for 15 hr. The reaction mixture was diluted with e...